This data is from the Open Reaction Database (ORD), a public repository of structured organic reaction records. The task is: describe an organic reaction: reactants, conditions, products, and yield The reactants are CCSSCC, I, [Na+], Cc1ccc(S(=O)[O-])cc1. Product: CCSS(=O)(=O)c1ccc(C)cc1. RXN SMILES: [CH2:1]([CH3:2])[S:3][S:4][CH2:5][CH3:6].[I:18].[Na+:17].[c:7]1([CH3:16])[cH:8][cH:9][c:10]([S:13](=[O:14])[O-:15])[cH:11][cH:12]1>>[CH2:1]([CH3:2])[S:3][S:13]([c:10]1[cH:9][cH:8][c:7]([CH3:16])[cH:12][cH:11]1)(=[O:14])=[O:15]. Procedure details: The basic phase is acidified and is then extracted with chloroform. After forming the R (+) α-methylbenzylamine derivative of ketoprofen, analysis of the mixture of the two diastereoisomers by high performance liquid chromatography shows that the enantiomeric excess of S (+) ketoprofen is 93%. The reactants are CC(C1=CC=CC=C1)N ((+) α-methylbenzylamine), OC(=O)C(C)C1=CC(C(=O)C2=CC=CC=C2)=CC=C1 (ketoprofen), OC(=O)C(C)C1=CC(C(=O)C2=CC=CC=C2)=CC=C1 ((+) ketoprofen). RXN SMILES: CC([NH2:9])C1C=CC=CC=1.[OH:10][C:11]([CH:13]([C:15]1[CH:28]=[CH:27][CH:26]=[C:17]([C:18]([C:20]2[CH:25]=[CH:24][CH:23]=[CH:22][CH:21]=2)=[O:19])[CH:16]=1)[CH3:14])=O>>[CH3:14][CH:13]([C:11]([NH2:9])=[O:10])[C:15]1[CH:16]=[C:17]([C:18]([C:20]2[CH:25]=[CH:24][CH:23]=[CH:22][CH:21]=2)=[O:19])[CH:26]=[CH:27][CH:28]=1. Yields the product CC(C1=CC=CC(=C1)C(=O)C2=CC=CC=C2)C(=O)N (Ketoprofen amide). Starting materials: COC1=CC=C(CN(S(=O)(=O)C=2C=CC3=C(OCCN3C3=C(C(=O)OC)C=CC=C3)C2)C=2SC=CN2)C=C1 (methyl 2-(7-(N-(4-methoxybenzyl)-N-(thiazol-2-yl)sulfamoyl)-2H-benzo[b][1,4]oxazin-4(3H)-yl)benzoate), C(=O)(C(F)(F)F)O (TFA). Solvent: C(Cl)Cl (DCM). Conditions: time 5 hour. The product is S1C(=NC=C1)NS(=O)(=O)C=1C=CC2=C(OCCN2C2=C(C(=O)OC)C=CC=C2)C1 (methyl 2-(7-(N-(thiazol-2-yl)sulfamoyl)-2H-benzo[b][1,4]oxazin-4(3H)-yl)benzoate). Yield: 33.3%. As a reaction SMILES: COC1C=CC(C[N:8]([C:32]2[S:33][CH:34]=[CH:35][N:36]=2)[S:9]([C:12]2[CH:13]=[CH:14][C:15]3[N:20]([C:21]4[CH:30]=[CH:29][CH:28]=[CH:27][C:22]=4[C:23]([O:25][CH3:26])=[O:24])[CH2:19][CH2:18][O:17][C:16]=3[CH:31]=2)(=[O:11])=[O:10])=CC=1.C(O)(C(F)(F)F)=O>C(Cl)Cl>[S:33]1[CH:34]=[CH:35][N:36]=[C:32]1[NH:8][S:9]([C:12]1[CH:13]=[CH:14][C:15]2[N:20]([C:21]3[CH:30]=[CH:29][CH:28]=[CH:27][C:22]=3[C:23]([O:25][CH3:26])=[O:24])[CH2:19][CH2:18][O:17][C:16]=2[CH:31]=1)(=[O:10])=[O:11]. Procedure details: To a solution of methyl 2-(7-(N-(4-methoxybenzyl)-N-(thiazol-2-yl)sulfamoyl)-2H-benzo[b][1,4]oxazin-4(3H)-yl)benzoate (From example 254, step 1; 1.2 g, 2.784 mmol) in DCM (40 mL) was added TFA (2.0 mL) at 0° C. The reaction mixture was stirred at ambient temperature for 5 h. After completion, the reaction mixture was quenched with saturated aqueous sodium bicarbonate solution (20 mL) and the aqueous layer was extracted with DCM (2×20 mL). The organic layer was dried over sodium sulfate and conce...